From a dataset of the Open Reaction Database (ORD), a public repository of structured organic reaction records. describe an organic reaction: reactants, conditions, products, and yield Reactants: [Na+], [OH-], CCSc1ccnc(C(O)Cn2c(S)nc3ccccc32)c1C. Yields the product CCSc1ccnc(C2Cn3c(nc4ccccc43)S2)c1C. Reaction SMILES: [Na+:25].[OH-:24].[OH:1][CH:2]([CH2:3][n:4]1[c:5]([SH:13])[n:6][c:7]2[c:8]1[cH:9][cH:10][cH:11][cH:12]2)[c:14]1[n:15][cH:16][cH:17][c:18]([S:21][CH2:22][CH3:23])[c:19]1[CH3:20]>>[CH:2]1([c:14]2[n:15][cH:16][cH:17][c:18]([S:21][CH2:22][CH3:23])[c:19]2[CH3:20])[CH2:3][n:4]2[c:5]([n:6][c:7]3[c:8]2[cH:9][cH:10][cH:11][cH:12]3)[S:13]1. The reactants are Cl.C1(CC1)COC1=C(C=C(C=C1)F)C=1C2=C(N=CN1)C(=C(N2)C)C(=O)N[C@H]2[C@@H](CNCC2)O (4-[2-(cyclopropylmethoxy)-5-fluorophenyl]-N-[(3R*,4R*)-3-hydroxypiperidin-4-yl]-6-methyl-5H-pyrrolo[3,2-d]pyrimidine-7-carboxamide hydrochloride), C(CC)(=O)Cl (propionyl chloride). The product is C1(CC1)COC1=C(C=C(C=C1)F)C=1C2=C(N=CN1)C(=C(N2)C)C(=O)N[C@H]2[C@@H](CN(CC2)C(CC)=O)O (4-[2-(Cyclopropylmethoxy)-5-fluorophenyl]-N-[(3R*,4R*)-3-hydroxy-1-propanoylpiperidin-4-yl]-6-methyl-5H-pyrrolo[3,2-d]pyrimidine-7-carboxamide). Reaction SMILES: Cl.[CH:2]1([CH2:5][O:6][C:7]2[CH:12]=[CH:11][C:10]([F:13])=[CH:9][C:8]=2[C:14]2[C:15]3[NH:22][C:21]([CH3:23])=[C:20]([C:24]([NH:26][C@@H:27]4[CH2:32][CH2:31][NH:30][CH2:29][C@H:28]4[OH:33])=[O:25])[C:16]=3[N:17]=[CH:18][N:19]=2)[CH2:4][CH2:3]1.[C:34](Cl)(=[O:37])[CH2:35][CH3:36]>>[CH:2]1([CH2:5][O:6][C:7]2[CH:12]=[CH:11][C:10]([F:13])=[CH:9][C:8]=2[C:14]2[C:15]3[NH:22][C:21]([CH3:23])=[C:20]([C:24]([NH:26][C@@H:27]4[CH2:32][CH2:31][N:30]([C:34](=[O:37])[CH2:35][CH3:36])[CH2:29][C@H:28]4[OH:33])=[O:25])[C:16]=3[N:17]=[CH:18][N:19]=2)[CH2:4][CH2:3]1 |f:0.1|. Procedure details: Starting from 4-[2-(cyclopropylmethoxy)-5-fluorophenyl]-N-[(3R*,4R*)-3-hydroxypiperidin-4-yl]-6-methyl-5H-pyrrolo[3,2-d]pyrimidine-7-carboxamide hydrochloride (example D.f16) and commercially propionyl chloride the title compound is obtained as colorless solid.